Task: describe an organic reaction: reactants, conditions, products, and yield. Dataset: the Open Reaction Database (ORD), a public repository of structured organic reaction records Reactants: Cn1ccc(N)n1, O=C(O)C(CC1CCCC1)n1ncccc1=O. The product is Cn1ccc(NC(=O)C(CC2CCCC2)n2ncccc2=O)n1. RXN SMILES: [CH3:18][n:19]1[n:20][c:21]([NH2:24])[cH:22][cH:23]1.[CH:1]1([CH2:6][CH:7]([C:8](=[O:9])[OH:10])[n:11]2[n:12][cH:13][cH:14][cH:15][c:16]2=[O:17])[CH2:2][CH2:3][CH2:4][CH2:5]1>>[CH:1]1([CH2:6][CH:7]([C:8](=[O:10])[NH:24][c:21]2[n:20][n:19]([CH3:18])[cH:23][cH:22]2)[n:11]2[n:12][cH:13][cH:14][cH:15][c:16]2=[O:17])[CH2:2][CH2:3][CH2:4][CH2:5]1. Reactants: [I-].[K+] (potassium iodide), CSC=1C=CC2=C(C(=NCC=3N2C(=NN3)CCl)C3=CC=CC=C3)C1 (8-(methylthio)-1-(chloromethyl)-6-phenyl-4H-s-triazolo-[4,3-a][1,4]benzodiazepine), C(CC)NC1CC1 (propylcyclopropylamine). Run in O1CCCC1 (tetrahydrofuran). Yields the product CSC=1C=CC2=C(C(=NCC=3N2C(=NN3)CNCCCC3CC3)C3=CC=CC=C3)C1 (8-(methylthio)-1-[(cyclopropylpropylamino)methyl]-6-phenyl-4H-s-triazolo-[4,3-a][1,4]benzodiazepine). Reaction SMILES: [I-].[K+].[CH3:3][S:4][C:5]1[CH:6]=[CH:7][C:8]2[N:14]3[C:15]([CH2:18]Cl)=[N:16][N:17]=[C:13]3[CH2:12][N:11]=[C:10]([C:20]3[CH:25]=[CH:24][CH:23]=[CH:22][CH:21]=3)[C:9]=2[CH:26]=1.C(N[CH:31]1[CH2:33][CH2:32]1)CC>O1CCCC1>[CH3:3][S:4][C:5]1[CH:6]=[CH:7][C:8]2[N:14]3[C:15]([CH2:18][NH:11][CH2:10][CH2:9][CH2:8][CH:31]4[CH2:32][CH2:33]4)=[N:16][N:17]=[C:13]3[CH2:12][N:11]=[C:10]([C:20]3[CH:25]=[CH:24][CH:23]=[CH:22][CH:21]=3)[C:9]=2[CH:26]=1 |f:0.1|. Reported procedure: In the manner given in Example 2, potassium iodide and 8-(methylthio)-1-(chloromethyl)-6-phenyl-4H-s-triazolo-[4,3-a][1,4]benzodiazepine in tetrahydrofuran is treated with propylcyclopropylamine to give 8-(methylthio)-1-[(cyclopropylpropylamino)methyl]-6-phenyl-4H-s-triazolo-[4,3-a][1,4]benzodiazepine. Starting materials: [Si](C)(C)(C(C)(C)C)OCC=1C=C(OCC=2C=C(C=CC2)C(=CC=CC(=O)OCC)C)C=CC1CO[Si](C)(C)C(C)(C)C (ethyl 5-{3-[3,4-bis-(tert-butyldimethylsilanyloxymethyl)phenoxymethyl]phenyl}-hexa-2,4-dienoate). Reagents/catalysts: [Rh] (rhodium/alumina). Run in C(C)(=O)OCC (ethyl acetate). Yields the product [Si](C)(C)(C(C)(C)C)OCC=1C=C(OCC=2C=C(C=CC2)C(CCCC(=O)OCC)C)C=CC1CO[Si](C)(C)C(C)(C)C (Ethyl 5-{3-[3,4-bis-(tert-Butyldimethylsilanyloxymethyl)phenoxymethyl]phenyl}hexanoate). As a reaction SMILES: [Si:1]([O:8][CH2:9][C:10]1[CH:11]=[C:12]([CH:31]=[CH:32][C:33]=1[CH2:34][O:35][Si:36]([C:39]([CH3:42])([CH3:41])[CH3:40])([CH3:38])[CH3:37])[O:13][CH2:14][C:15]1[CH:16]=[C:17]([C:21]([CH3:30])=[CH:22][CH:23]=[CH:24][C:25]([O:27][CH2:28][CH3:29])=[O:26])[CH:18]=[CH:19][CH:20]=1)([C:4]([CH3:7])([CH3:6])[CH3:5])([CH3:3])[CH3:2]>C(OCC)(=O)C.[Rh]>[Si:1]([O:8][CH2:9][C:10]1[CH:11]=[C:12]([CH:31]=[CH:32][C:33]=1[CH2:34][O:35][Si:36]([C:39]([CH3:40])([CH3:41])[CH3:42])([CH3:37])[CH3:38])[O:13][CH2:14][C:15]1[CH:16]=[C:17]([CH:21]([CH3:30])[CH2:22][CH2:23][CH2:24][C:25]([O:27][CH2:28][CH3:29])=[O:26])[CH:18]=[CH:19][CH:20]=1)([C:4]([CH3:7])([CH3:6])[CH3:5])([CH3:3])[CH3:2]. Reported procedure: 350 mg of 5% rhodium/alumina are added to 750 mg (1.22 mmol) of ethyl 5-{3-[3,4-bis-(tert-butyldimethylsilanyloxymethyl)phenoxymethyl]phenyl}-hexa-2,4-dienoate in 50 ml of ethyl acetate. Hydrogen is bubbled through the medium for 1 hour 30 minutes. The mixture is then filtered on celite and concentrated. The reactants are O (H2O), FC1=CC(=C(C=C1)[N+](=O)[O-])C (4-Fluoro-2-methyl-1-nitrobenzene), O1C=CC=2C(NC=CC21)=O (furo[3,2-c]pyridin-4(5H)-one), C(=O)([O-])[O-].[Cs+].[Cs+] (Cs2CO3). The solvent is CN(C)C=O (DMF). Conditions: temperature 125 celsius, time 15 hour. The product is CC=1C=C(C=CC1[N+](=O)[O-])N1C(C2=C(C=C1)OC=C2)=O (5-(3-methyl-4-nitrophenyl)furo[3,2-c]pyridin-4(5H)-one). Isolated yield 108.6%. As a reaction SMILES: F[C:2]1[CH:7]=[CH:6][C:5]([N+:8]([O-:10])=[O:9])=[C:4]([CH3:11])[CH:3]=1.[O:12]1[C:20]2[CH:19]=[CH:18][NH:17][C:16](=[O:21])[C:15]=2[CH:14]=[CH:13]1.C([O-])([O-])=O.[Cs+].[Cs+].O>CN(C=O)C>[CH3:11][C:4]1[CH:3]=[C:2]([N:17]2[CH:18]=[CH:19][C:20]3[O:12][CH:13]=[CH:14][C:15]=3[C:16]2=[O:21])[CH:7]=[CH:6][C:5]=1[N+:8]([O-:10])=[O:9] |f:2.3.4|. Reported procedure: 4-Fluoro-2-methyl-1-nitrobenzene (2.3 mL, 19 mmol) was added to a suspension of furo[3,2-c]pyridin-4(5H)-one (2.115 g, 15.67 mmol) and Cs2CO3 (5.097 g, 15.67 mmol) in anhydrous DMF (100 mL) and the resulting suspension was heated to 125° C. and stirred for 15 h. H2O was added and the aqueous suspension was filtered. The solid was dried under reduced pressure to afford 4.6 g of crude 5-(3-methyl-4-nitrophenyl)furo[3,2-c]pyridin-4(5H)-one, which was used without further purification. Starting materials: BrC1=CC(=CC(=C1)C(F)(F)F)[N+](=O)[O-] (1-bromo-3-nitro-5-(trifluoromethyl)benzene), CC1(OB(OC1(C)C)C=1C=NN(C1)C(=O)OC(C)(C)C)C (tert-butyl 4-(4,4,5,5-tetramethyl-1,3,2-dioxaborolan-2-yl)pyrazole-1-carboxylate), C(C)(=O)[O-].[Na+] (sodium acetate), O1CCOCC1 (1,4-dioxane). Reagents/catalysts: C1=CC=C(C=C1)P([C-]2C=CC=C2)C3=CC=CC=C3.C1=CC=C(C=C1)P([C-]2C=CC=C2)C3=CC=CC=C3.Cl[Pd]Cl.[Fe+2] ([1,1′-bis(diphenylphosphino)ferrocene]dichloropalladium). The solvent is CCOC(=O)C (EtOAc), O (water). Run at temperature 100 celsius, time 6 hour. Yields the product [N+](=O)([O-])C=1C=C(C=C(C1)C(F)(F)F)C=1C=NN(C1)C(=O)OC(C)(C)C (tert-butyl 4-[3-nitro-5-(trifluoromethyl)phenyl]pyrazole-1-carboxylate). The yield is 78.0%. As a reaction SMILES: Br[C:2]1[CH:7]=[C:6]([C:8]([F:11])([F:10])[F:9])[CH:5]=[C:4]([N+:12]([O-:14])=[O:13])[CH:3]=1.CC1(C)C(C)(C)OB([C:23]2[CH:24]=[N:25][N:26]([C:28]([O:30][C:31]([CH3:34])([CH3:33])[CH3:32])=[O:29])[CH:27]=2)O1.C([O-])(=O)C.[Na+].O1CCOCC1>C1C=CC(P(C2C=CC=CC=2)[C-]2C=CC=C2)=CC=1.C1C=CC(P(C2C=CC=CC=2)[C-]2C=CC=C2)=CC=1.Cl[Pd]Cl.[Fe+2].CCOC(C)=O.O>[N+:12]([C:4]1[CH:3]=[C:2]([C:23]2[CH:24]=[N:25][N:26]([C:28]([O:30][C:31]([CH3:34])([CH3:33])[CH3:32])=[O:29])[CH:27]=2)[CH:7]=[C:6]([C:8]([F:11])([F:10])[F:9])[CH:5]=1)([O-:14])=[O:13] |f:2.3,5.6.7.8|. Procedure details: Add 1-bromo-3-nitro-5-(trifluoromethyl)benzene (0.165 g, 0.61 mmol), tert-butyl 4-(4,4,5,5-tetramethyl-1,3,2-dioxaborolan-2-yl)pyrazole-1-carboxylate (0.18 g, 0.61 mmol), sodium acetate (0.1 g, 1.2 mmol), [1,1′-bis(diphenylphosphino)ferrocene]dichloropalladium (II) (22 mg, 0.03 mmol) to 1,4-dioxane (15 mL) and water (2 mL). Stir the mixture at 100° C. under N2 for 6 hrs. TLC (EtOAc:PE=1:1) shows that the reaction is complete. Concentrate under reduced pressure to give the crude product. Purifica...